Dataset: the Open Reaction Database (ORD), a public repository of structured organic reaction records. Task: describe an organic reaction: reactants, conditions, products, and yield The reactants are COCCO, CCC(C)(N)CC, CC(O)OCCCl, [K+], [OH-]. Product: CCC(C)(CC)NCCOC(C)O. As a reaction SMILES: [CH3:17][O:18][CH2:19][CH2:20][OH:21].[CH3:1][C:2]([CH2:3][CH3:4])([CH2:5][CH3:6])[NH2:7].[Cl:8][CH2:9][CH2:10][O:11][CH:12]([CH3:13])[OH:14].[K+:16].[OH-:15]>>[CH3:1][C:2]([CH2:3][CH3:4])([CH2:5][CH3:6])[NH:7][CH2:9][CH2:10][O:11][CH:12]([CH3:13])[OH:14].